From a dataset of the Open Reaction Database (ORD), a public repository of structured organic reaction records. describe an organic reaction: reactants, conditions, products, and yield Reactants: C1(=CC=CC=C1)S (benzenethiol), BrCCCCCCCl (1-bromo-6-chlorohexane). Yields the product ClCCCCCCSC1=CC=CC=C1 ([(6-CHLOROHEXYL)SULFANYL]BENZENE). Reaction SMILES: [C:1]1([SH:7])[CH:6]=[CH:5][CH:4]=[CH:3][CH:2]=1.Br[CH2:9][CH2:10][CH2:11][CH2:12][CH2:13][CH2:14][Cl:15]>>[Cl:15][CH2:14][CH2:13][CH2:12][CH2:11][CH2:10][CH2:9][S:7][C:1]1[CH:6]=[CH:5][CH:4]=[CH:3][CH:2]=1. Reported procedure: Prepared by Procedure R and Scheme Z using benzenethiol and 1-bromo-6-chlorohexane. Reactants: CCN(CC)C(=O)NC1CC2c3c([N+](=O)[O-])ccc4c3C(CC2N(C)C1)CN4C(C)=O, ClC(Cl)Cl, NN, O. The product is CCN(CC)C(=O)NC1CC2c3c([N+](=O)[O-])ccc4c3C(CN4)CC2N(C)C1. As a reaction SMILES: [C:1](=[O:2])([CH3:3])[N:4]1[CH2:5][CH:6]2[CH2:7][CH:8]3[N:9]([CH3:31])[CH2:10][CH:11]([NH:23][C:24]([N:25]([CH2:26][CH3:27])[CH2:28][CH3:29])=[O:30])[CH2:12][CH:13]3[c:14]3[c:15]([N+:20](=[O:21])[O-:22])[cH:16][cH:17][c:18]1[c:19]32.[CH:35]([Cl:36])([Cl:37])[Cl:38].[NH2:33][NH2:34].[OH2:32]>>[NH:4]1[CH2:5][CH:6]2[CH2:7][CH:8]3[N:9]([CH3:31])[CH2:10][CH:11]([NH:23][C:24]([N:25]([CH2:26][CH3:27])[CH2:28][CH3:29])=[O:30])[CH2:12][CH:13]3[c:14]3[c:15]([N+:20](=[O:21])[O-:22])[cH:16][cH:17][c:18]1[c:19]32. Starting materials: [OH-].[Na+] (sodium hydroxide), solid, C(O)([O-])=O.[Na+] (sodium hydrogencarbonate), C(C)(C)(C)OC(=O)N1C[C@H]([C@@H]([C@H](C1)OCC1=CC2=CC=CC=C2C(=C1)OC)C1=CC=C(C=C1)OCCCOCC1=C(C=CC=C1)OC)COC[C@@H]1OC(OC1)(C)C ((3S,4R,5R)-3-[(S)-2,2-dimethyl-[1,3]dioxolan-4-ylmethoxymethyl]-4-[4-[3-(2-methoxy-benzyloxy)-propoxy]-phenyl]-5-(4-methoxy-naphthalen-2-ylmethoxy)-piperidine-1-carboxylic acid tert-butyl ester). Run in ClCCl (dichloromethane), CO (methanol), Cl (hydrogenchloride), CO (methanol). Run at temperature 0 celsius. Yields the product COC1=C(COCCCOC2=CC=C(C=C2)[C@H]2[C@@H](CNC[C@@H]2OCC2=CC3=CC=CC=C3C(=C2)OC)COC[C@@H](CO)O)C=CC=C1 ((R)-3-[(3S,4R,5R)-4-[4-[3-(2-Methoxy-benzyloxy)-propoxy]-phenyl]-5-(4-methoxy-naphthalen-2-ylmethoxy)-piperidin-3-ylmethoxy]-propane-1,2-diol). As a reaction SMILES: C(OC([N:8]1[CH2:13][C@H:12]([O:14][CH2:15][C:16]2[CH:25]=[C:24]([O:26][CH3:27])[C:23]3[C:18](=[CH:19][CH:20]=[CH:21][CH:22]=3)[CH:17]=2)[C@@H:11]([C:28]2[CH:33]=[CH:32][C:31]([O:34][CH2:35][CH2:36][CH2:37][O:38][CH2:39][C:40]3[CH:45]=[CH:44][CH:43]=[CH:42][C:41]=3[O:46][CH3:47])=[CH:30][CH:29]=2)[C@H:10]([CH2:48][O:49][CH2:50][C@H:51]2[CH2:55][O:54]C(C)(C)[O:52]2)[CH2:9]1)=O)(C)(C)C.C(=O)([O-])O.[Na+].[OH-].[Na+]>CO.Cl.ClCCl>[CH3:47][O:46][C:41]1[CH:42]=[CH:43][CH:44]=[CH:45][C:40]=1[CH2:39][O:38][CH2:37][CH2:36][CH2:35][O:34][C:31]1[CH:32]=[CH:33][C:28]([C@@H:11]2[C@@H:12]([O:14][CH2:15][C:16]3[CH:25]=[C:24]([O:26][CH3:27])[C:23]4[C:18](=[CH:19][CH:20]=[CH:21][CH:22]=4)[CH:17]=3)[CH2:13][NH:8][CH2:9][C@H:10]2[CH2:48][O:49][CH2:50][C@H:51]([OH:52])[CH2:55][OH:54])=[CH:29][CH:30]=1 |f:1.2,3.4|. Procedure details: A solution of 4.7 g (6 mmol) of (3S,4R,5R)-3-[(S)-2,2-dimethyl-[1,3]dioxolan-4-ylmethoxymethyl]-4-[4-[3-(2-methoxy-benzyloxy)-propoxy]-phenyl]-5-(4-methoxy-naphthalen-2-ylmethoxy)-piperidine-1-carboxylic acid tert-butyl ester in 50 ml of methanol and 44.4 ml of 2.7M hydrogenchloride in methanol was stirred at room temperature for 1 hour. Subsequently, the reaction mixture was cooled to 0° C. and 20.1 g (239 mmol) of solid sodium hydrogencarbonate were added. Stirring was continued as long as car... The reactants are COCOc1ccc(C2(C)COc3cc(OCOC)ccc3C2(O)C#CCCCCCCCO[Si](C)(C)C(C)(C)C)cc1, [BH3-]C#N, ClCCCl, [Na+], O. Product: COCOc1ccc(C2(C)COc3cc(OCOC)ccc3C2C#CCCCCCCCO[Si](C)(C)C(C)(C)C)cc1. RXN SMILES: [C:1]([CH3:2])([CH3:3])([CH3:4])[Si:5]([O:6][CH2:7][CH2:8][CH2:9][CH2:10][CH2:11][CH2:12][CH2:13][C:14]#[C:15][C:16]1([OH:41])[C:17]([CH3:30])([c:31]2[cH:32][cH:33][c:34]([O:37][CH2:38][O:39][CH3:40])[cH:35][cH:36]2)[CH2:18][O:19][c:20]2[cH:21][c:22]([O:26][CH2:27][O:28][CH3:29])[cH:23][cH:24][c:25]21)([CH3:42])[CH3:43].[C:44]([BH3-:45])#[N:46].[Cl:49][CH2:50][CH2:51][Cl:52].[Na+:47].[OH2:48]>>[C:1]([CH3:2])([CH3:3])([CH3:4])[Si:5]([O:6][CH2:7][CH2:8][CH2:9][CH2:10][CH2:11][CH2:12][CH2:13][C:14]#[C:15][CH:16]1[C:17]([CH3:30])([c:31]2[cH:32][cH:33][c:34]([O:37][CH2:38][O:39][CH3:40])[cH:35][cH:36]2)[CH2:18][O:19][c:20]2[cH:21][c:22]([O:26][CH2:27][O:28][CH3:29])[cH:23][cH:24][c:25]21)([CH3:42])[CH3:43]. Starting materials: ClC1=CC=C(CSC=2C(OC(=CC2O)C)=O)C=C1 (3-p-Chlorobenzylthio-4-hydroxy-6-methyl-2-pyrone), OO (hydrogen peroxide). The solvent is C(C)(=O)O (acetic acid). Reaction conditions: time 4 hour. The product is ClC1=CC=C(CS(=O)C=2C(OC(=CC2O)C)=O)C=C1 (3-(p-Chlorobenzylsulfinyl)-4-hydroxy-6-methyl-2-pyrone). RXN SMILES: [Cl:1][C:2]1[CH:18]=[CH:17][C:5]([CH2:6][S:7][C:8]2[C:9](=[O:16])[O:10][C:11]([CH3:15])=[CH:12][C:13]=2[OH:14])=[CH:4][CH:3]=1.[OH:19]O>C(O)(=O)C>[Cl:1][C:2]1[CH:18]=[CH:17][C:5]([CH2:6][S:7]([C:8]2[C:9](=[O:16])[O:10][C:11]([CH3:15])=[CH:12][C:13]=2[OH:14])=[O:19])=[CH:4][CH:3]=1. Procedure: 3-p-Chlorobenzylthio-4-hydroxy-6-methyl-2-pyrone (11.3 g., 0.0400 mol), 30% hydrogen peroxide (5.14 g., 0.0440 mol) and 50 ml. glacial acetic acid were combined and stirred at room temperature for 4 hours. Then stored at room temperature over night. The reaction mixture, containing a crystalline solid, was added to 200 ml. of icewater. The precipitate was collected and dried. The solids were recrystallized from a mixture of cyclohexane-toluene to recover 8.6 g. (72 percent) of the desired compou... Reactants: NCCSC(C1=CC=CC=C1)=NO (S-(2-aminoethyl)benzothiohydroximic acid), [Na] (sodium), C(C1=CC=CC=C1)(NO)=S (benzothiohydroxamic acid), NCCCl (2-aminoethyl chloride), [Br-] (bromide), C(C)O (ethanol). Reaction conditions: time 3 hour. Product: CN(CCSC(C1=CC=CC=C1)=NO)C (S-(2-dimethylaminoethyl)benzothiohydroximic acid). Reaction SMILES: NCCS[C:5](=[N:12]O)C1C=CC=CC=1.N[CH2:15]CCl.[Br-].[Na].[C:20](=[S:29])([NH:27][OH:28])[C:21]1[CH:26]=[CH:25][CH:24]=[CH:23][CH:22]=1.[CH2:30](O)[CH3:31]>>[CH3:15][N:12]([CH3:5])[CH2:30][CH2:31][S:29][C:20](=[N:27][OH:28])[C:21]1[CH:26]=[CH:25][CH:24]=[CH:23][CH:22]=1 |^1:18|. Procedure details: The described compounds are also made by methods A and C, in the first of which, for example, S-(2-aminoethyl)benzothiohydroximic acid is made by reacting 2-aminoethyl chloride or bromide with the sodium salt of benzothiohydroxamic acid in the presence of ethanol, as a solvent. Stoichiometric quantities are employed at room temperature and the reaction takes about three hours. A similar reaction may be effected to produce S-(2-dimethylaminoethyl)benzothiohydroximic acid. The hydrohalide salts ar... Starting materials: CCBr, [Li+], [Li+], O=C([O-])[O-], CN(C)C=O, O=C(O)CCCCCCCCCO. The product is CCOC(=O)CCCCCCCCCO. Reaction SMILES: [CH2:14]([CH3:15])[Br:16].[Li+:17].[Li+:18].[O-:19][C:20](=[O:21])[O-:22].[O:23]=[CH:24][N:25]([CH3:26])[CH3:27].[OH:1][CH2:2][CH2:3][CH2:4][CH2:5][CH2:6][CH2:7][CH2:8][CH2:9][CH2:10][C:11]([OH:12])=[O:13]>>[OH:1][CH2:2][CH2:3][CH2:4][CH2:5][CH2:6][CH2:7][CH2:8][CH2:9][CH2:10][C:11](=[O:12])[O:13][CH2:14][CH3:15]. Starting materials: Tween 80, HPMC, O=C[C@H](O)[C@@H](O)[C@H](O)[C@H](O)CO (D-glucose), C(CN(CC(=O)O)CC(=O)[O-])N(CC(=O)O)CC(=O)[O-].[Na+].[Na+] (Na2EDTA), Tween 80, NCC(=O)O (glycine). Solvent: O (H2O), O (H2O), O (H2O), O (H2O), O (H2O), O (H2O). Product: C(CN(CC(=O)O)CC(=O)O)N(CC(=O)O)CC(=O)O (EDTA), NCC(=O)O (glycine), hydroxypropyl-methyl-cellulose, O=C[C@H](O)[C@@H](O)[C@H](O)[C@H](O)CO (glucose). Isolated yield 0.5%. RXN SMILES: [CH2:1]([N:12]([CH2:17][C:18]([O-:20])=[O:19])[CH2:13][C:14]([OH:16])=[O:15])[CH2:2][N:3]([CH2:8][C:9]([O-:11])=[O:10])[CH2:4][C:5]([OH:7])=[O:6].[Na+].[Na+].[NH2:23][CH2:24][C:25]([OH:27])=[O:26].[O:28]=[CH:29][C@@H:30]([C@H:32]([C@@H:34]([C@@H:36]([CH2:38][OH:39])[OH:37])[OH:35])[OH:33])[OH:31]>O>[CH2:2]([N:3]([CH2:8][C:9]([OH:11])=[O:10])[CH2:4][C:5]([OH:7])=[O:6])[CH2:1][N:12]([CH2:17][C:18]([OH:20])=[O:19])[CH2:13][C:14]([OH:16])=[O:15].[NH2:23][CH2:24][C:25]([OH:27])=[O:26].[O:28]=[CH:29][C@@H:30]([C@H:32]([C@@H:34]([C@@H:36]([CH2:38][OH:39])[OH:37])[OH:35])[OH:33])[OH:31] |f:0.1.2|. Reported procedure: A 10% (volume/volume) Tween 80 solution prepared by adding 10 ml Tween 80 to 90 ml H2O. A 1% (weight/volume) EDTA solution was prepared by adding 1 g Na2EDTA to 100 ml H2O. A 0.1 M glycine solution was prepared by adding 1.5 g glycine (M.W. 75) to 200 ml H2O. A 0.5% (w/v) hydroxypropyl-methyl-cellulose (HPMC, 100 centipoise) solution was prepared by adding 1 g HPMC to 200 ml H2O and gently mixing until fully dissolved. A 250 unit/ml GOX (Type VII from Aspergillus niger, Sigma Chemicals) was prep... Starting materials: COc1cc(-c2cnc3[nH]cc(C(=O)C4(C)CCCN4)c3n2)cc(OC)c1OC, CC(=O)OC(C)=O, ClCCl. The product is COc1cc(-c2cnc3[nH]cc(C(=O)C4(C)CCCN4C(C)=O)c3n2)cc(OC)c1OC. Reaction SMILES: [CH3:1][C:2]1([C:7](=[O:8])[c:9]2[cH:10][nH:11][c:12]3[n:13][cH:14][c:15](-[c:18]4[cH:19][c:20]([O:28][CH3:29])[c:21]([O:26][CH3:27])[c:22]([O:24][CH3:25])[cH:23]4)[n:16][c:17]23)[NH:3][CH2:4][CH2:5][CH2:6]1.[CH3:30][C:31](=[O:32])[O:33][C:34](=[O:35])[CH3:36].[Cl:37][CH2:38][Cl:39]>>[CH3:1][C:2]1([C:7](=[O:8])[c:9]2[cH:10][nH:11][c:12]3[n:13][cH:14][c:15](-[c:18]4[cH:19][c:20]([O:28][CH3:29])[c:21]([O:26][CH3:27])[c:22]([O:24][CH3:25])[cH:23]4)[n:16][c:17]23)[N:3]([C:31]([CH3:30])=[O:32])[CH2:4][CH2:5][CH2:6]1. Reactants: C(C)OC=1C=C(C=C(C1F)OCC)CO ((3,5-diethoxy-4-fluoro-phenyl)-methanol). Reagents/catalysts: O=[Mn]=O (MnO2). Yields the product C(C)OC=1C=C(C=O)C=C(C1F)OCC (3,5-Diethoxy-4-fluoro-benzaldehyde). Yield: 83.7%. Reported procedure: To a solution of (3,5-diethoxy-4-fluoro-phenyl)-methanol (2.30 g, 10.7 mmol, 1.0 eq.) in 1,2-dichloroethane (50 mL) was added MnO2 (2.89 g, 33.3 mmol, 3.1 eq.). The reaction mixture was stirred for 21 h at 50° C. and filtered through Hyflo providing 1.90 g (83%) of the title compound. 1H NMR (400 MHz, CDCl3): δ1.38 (t, J=7.0 Hz, 6H), 4.09 (q, J=7.0 Hz, 4H), 7.04 (d, J=7.2 Hz, 2H), 9.75 (s, 1H). MS: 212.1 (M+). RXN SMILES: [CH2:1]([O:3][C:4]1[CH:5]=[C:6]([CH2:14][OH:15])[CH:7]=[C:8]([O:11][CH2:12][CH3:13])[C:9]=1[F:10])[CH3:2]>ClCCCl.O=[Mn]=O>[CH2:1]([O:3][C:4]1[CH:5]=[C:6]([CH:7]=[C:8]([O:11][CH2:12][CH3:13])[C:9]=1[F:10])[CH:14]=[O:15])[CH3:2]. The solvent is ClCCCl (1,2-dichloroethane). Reaction conditions: temperature 50 celsius, time 21 hour.